From a dataset of the Open Reaction Database (ORD), a public repository of structured organic reaction records. describe an organic reaction: reactants, conditions, products, and yield Reactants: BrCCCCCCCCCC(=O)O (10-bromodecanoic acid), [OH-].[K+] (potassium hydroxide), C(CC)O (n-propanol), O (water). Run at temperature 102 celsius, time 18 hour. The product is C(CC)OCCCCCCCCCC(=O)O (10-(propoxy)decanoic acid). The yield is 12.0%. As a reaction SMILES: Br[CH2:2][CH2:3][CH2:4][CH2:5][CH2:6][CH2:7][CH2:8][CH2:9][CH2:10][C:11]([OH:13])=[O:12].[OH-].[K+].O.[CH2:17]([OH:20])[CH2:18][CH3:19]>>[CH2:17]([O:20][CH2:2][CH2:3][CH2:4][CH2:5][CH2:6][CH2:7][CH2:8][CH2:9][CH2:10][C:11]([OH:13])=[O:12])[CH2:18][CH3:19] |f:1.2|. Reported procedure: 10-bromodecanoic acid (1 g, 3.98 mmol) was added to a solution of potassium hydroxide (0.893 g, 15.9 mmol) in n-propanol (30 mL) and stirred at 102° C. for 18 hrs. The reaction was allowed to cool to room temperature after the addition of 20 mL water. After acidification to pH=1 and extraction into ethyl acetate, the organic phase was dried over sodium sulfate and solvent removed at reduced pressure to yield a yellow oil. The product was purified by silica column chromatography in 2% diethyl eth...